Dataset: the Open Reaction Database (ORD), a public repository of structured organic reaction records. Task: describe an organic reaction: reactants, conditions, products, and yield Procedure: To a solution of ethyl 3-hydroxycyclobutanecarboxylate (10.2 g, 78.4 mmol) in dry pyridine (56.5 mL) at 0° C., TsCl (14.9 g, 78.4 mml) was added portion-wise. The resulting mixture was stirred at rt overnight. The reaction mixture was concentrated in vacuo and the residue obtained was dissolved in EtOAc (100 mL) and sequentially washed with 2 N HCl (100 mL), saturated NaHCO3 (100 mL) and water (100 mL). The organic layer was dried over Na2SO4, filtered, and concentrated to obtain ethyl 3-(tosylo... The product is S(=O)(=O)(C1=CC=C(C)C=C1)OC1CC(C1)C(=O)OCC (ethyl 3-(tosyloxy)cyclobutanecarboxylate). As a reaction SMILES: [OH:1][CH:2]1[CH2:5][CH:4]([C:6]([O:8][CH2:9][CH3:10])=[O:7])[CH2:3]1.[S:11](Cl)([C:14]1[CH:20]=[CH:19][C:17]([CH3:18])=[CH:16][CH:15]=1)(=[O:13])=[O:12]>N1C=CC=CC=1.CCOC(C)=O>[S:11]([O:1][CH:2]1[CH2:5][CH:4]([C:6]([O:8][CH2:9][CH3:10])=[O:7])[CH2:3]1)([C:14]1[CH:20]=[CH:19][C:17]([CH3:18])=[CH:16][CH:15]=1)(=[O:13])=[O:12]. Run in CCOC(=O)C (EtOAc), N1=CC=CC=C1 (pyridine). Reactants: OC1CC(C1)C(=O)OCC (ethyl 3-hydroxycyclobutanecarboxylate), S(=O)(=O)(C1=CC=C(C)C=C1)Cl (TsCl). Run at time 8 hour. Reactants: O=C1CC(Sc2ccccc2)C(Cl)(C(=O)OC(c2ccccc2)c2ccccc2)O1, ClCCl, O=C(OO)c1cccc(Cl)c1. Yields the product O=C1C=CC(Cl)(C(=O)OC(c2ccccc2)c2ccccc2)O1. RXN SMILES: [Cl:1][C:2]1([C:15](=[O:16])[O:17][CH:18]([c:19]2[cH:20][cH:21][cH:22][cH:23][cH:24]2)[c:25]2[cH:26][cH:27][cH:28][cH:29][cH:30]2)[O:3][C:4](=[O:14])[CH2:5][CH:6]1[S:7][c:8]1[cH:9][cH:10][cH:11][cH:12][cH:13]1.[Cl:42][CH2:43][Cl:44].[OH:31][O:32][C:33]([c:34]1[cH:35][c:36]([Cl:37])[cH:38][cH:39][cH:40]1)=[O:41]>>[Cl:1][C:2]1([C:15](=[O:16])[O:17][CH:18]([c:19]2[cH:20][cH:21][cH:22][cH:23][cH:24]2)[c:25]2[cH:26][cH:27][cH:28][cH:29][cH:30]2)[O:3][C:4](=[O:14])[CH:5]=[CH:6]1. Starting materials: BrCc1ccccc1, O=C([O-])[O-], CCOC(C)=O, CCO, O=C1c2[nH]c3cc(-c4ccccc4)nn3c(=O)c2CN1C1CCCCC1, ClC(Cl)Cl, [K+], [K+], CN(C)C=O, O. The product is O=C1c2c(c(=O)n3nc(-c4ccccc4)cc3n2Cc2ccccc2)CN1C1CCCCC1. As a reaction SMILES: [Br:33][CH2:34][c:35]1[cH:36][cH:37][cH:38][cH:39][cH:40]1.[C:27](=[O:28])([O-:29])[O-:30].[CH2:50]([O:51][C:52](=[O:53])[CH3:54])[CH3:55].[CH3:41][CH2:42][OH:43].[CH:1]1([N:7]2[C:8](=[O:26])[c:9]3[nH:10][c:11]4[n:12]([c:13](=[O:16])[c:14]3[CH2:15]2)[n:17][c:18](-[c:20]2[cH:21][cH:22][cH:23][cH:24][cH:25]2)[cH:19]4)[CH2:2][CH2:3][CH2:4][CH2:5][CH2:6]1.[CH:56]([Cl:57])([Cl:58])[Cl:59].[K+:31].[K+:32].[O:44]=[CH:45][N:46]([CH3:47])[CH3:48].[OH2:49]>>[CH:1]1([N:7]2[C:8](=[O:26])[c:9]3[n:10]([CH2:34][c:35]4[cH:36][cH:37][cH:38][cH:39][cH:40]4)[c:11]4[n:12]([c:13](=[O:16])[c:14]3[CH2:15]2)[n:17][c:18](-[c:20]2[cH:21][cH:22][cH:23][cH:24][cH:25]2)[cH:19]4)[CH2:2][CH2:3][CH2:4][CH2:5][CH2:6]1. Starting materials: C(CCC)OC(=O)C=1C(=C2C(=C(N1)O)SC=C2)O (4,7-dihydroxy-thieno[2,3-c]pyridine-5-carboxylic acid butyl ester), O=P(Cl)(Cl)Cl (POCl3), C1(=CC=CC=C1)C (toluene), C(=O)(O)[O-].[Na+] (NaHCO3). The solvent is CCOC(=O)C (EtOAc). Conditions: temperature 140 celsius, time 45 minute. Yields the product C(CCC)OC(=O)C=1C(=C2C(=C(N1)Cl)SC=C2)O (7-Chloro-4-hydroxy-thieno[2,3-c]pyridine-5-carboxylic acid butyl ester). The yield is 143.5%. Reaction SMILES: [CH2:1]([O:5][C:6]([C:8]1[C:9]([OH:18])=[C:10]2[CH:17]=[CH:16][S:15][C:11]2=[C:12](O)[N:13]=1)=[O:7])[CH2:2][CH2:3][CH3:4].O=P(Cl)(Cl)[Cl:21].C1(C)C=CC=CC=1.C([O-])(O)=O.[Na+]>CCOC(C)=O>[CH2:1]([O:5][C:6]([C:8]1[C:9]([OH:18])=[C:10]2[CH:17]=[CH:16][S:15][C:11]2=[C:12]([Cl:21])[N:13]=1)=[O:7])[CH2:2][CH2:3][CH3:4] |f:3.4|. Reported procedure: A mixture of 4,7-dihydroxy-thieno[2,3-c]pyridine-5-carboxylic acid butyl ester (267 mg, 1 mmol), POCl3 (217 mg, 1.4 mmol), and toluene (4 ml) was heated in a microwave oven at 140° C. for 15 min. The same procedure was repeated with a second batch. Both batches were combined, conc. aqueous NaHCO3 (40 ml) and EtOAc (40 ml) were added and the mixture was stirred vigorously for 45 min. The organic layer was then separated, dried over MgSO4 and concentrated in vacuo to give a tan solid (410 mg). Pur... Starting materials: O=C([O-])[O-], CB1OB(C)OB(C)O1, CC1(C)Oc2cc([N+](=O)[O-])c(Cl)cc2N(c2ccc(F)cc2)C1=O, [K+], [K+], C1COCCO1, c1ccc(P(c2ccccc2)(c2ccccc2)[Pd](P(c2ccccc2)(c2ccccc2)c2ccccc2)(P(c2ccccc2)(c2ccccc2)c2ccccc2)P(c2ccccc2)(c2ccccc2)c2ccccc2)cc1. Product: Cc1cc2c(cc1[N+](=O)[O-])OC(C)(C)C(=O)N2c1ccc(F)cc1. As a reaction SMILES: [C:25](=[O:26])([O-:27])[O-:28].[CH3:31][B:32]1[O:33][B:34]([CH3:35])[O:36][B:37]([CH3:38])[O:39]1.[Cl:1][c:2]1[c:3]([N+:22](=[O:23])[O-:24])[cH:4][c:5]2[c:6]([cH:21]1)[N:7]([c:14]1[cH:15][cH:16][c:17]([F:20])[cH:18][cH:19]1)[C:8](=[O:13])[C:9]([CH3:11])([CH3:12])[O:10]2.[K+:29].[K+:30].[O:117]1[CH2:118][CH2:119][O:120][CH2:121][CH2:122]1.[cH:40]1[cH:41][cH:42][c:43]([P:44]([Pd:45]([P:46]([c:47]2[cH:48][cH:49][cH:50][cH:51][cH:52]2)([c:53]2[cH:54][cH:55][cH:56][cH:57][cH:58]2)[c:59]2[cH:60][cH:61][cH:62][cH:63][cH:64]2)([P:65]([c:66]2[cH:67][cH:68][cH:69][cH:70][cH:71]2)([c:72]2[cH:73][cH:74][cH:75][cH:76][cH:77]2)[c:78]2[cH:79][cH:80][cH:81][cH:82][cH:83]2)[P:84]([c:85]2[cH:86][cH:87][cH:88][cH:89][cH:90]2)([c:91]2[cH:92][cH:93][cH:94][cH:95][cH:96]2)[c:97]2[cH:98][cH:99][cH:100][cH:101][cH:102]2)([c:103]2[cH:104][cH:105][cH:106][cH:107][cH:108]2)[c:109]2[cH:110][cH:111][cH:112][cH:113][cH:114]2)[cH:115][cH:116]1>>[c:2]1([CH3:25])[c:3]([N+:22](=[O:23])[O-:24])[cH:4][c:5]2[c:6]([cH:21]1)[N:7]([c:14]1[cH:15][cH:16][c:17]([F:20])[cH:18][cH:19]1)[C:8](=[O:13])[C:9]([CH3:11])([CH3:12])[O:10]2. The solvent is O1CCOCC1 (dioxan). Procedure details: A suspension of 3.5 g 4-(4-dimethylaminophenyl)-2-methylthio-5-oxo-4-(3-pyridyl)-2-pyrroline-3-carbonitrile and 0.3 g sodium hydride (80% in white oil) is refluxed for one hour. One then adds dropwise thereto, within ten minutes, a solution of 1.3 g 3-dimethylaminopropyl chloride in 25 ml abs. dioxan and further boils for six hours. After cooling, the reaction mixture is filtered, the solvent is removed on a Rotavapor and the residue is chromatographed on silica gel with chloroform+methanol 10+1... The reactants are CN(C1=CC=C(C=C1)C1(C(=C(NC1=O)SC)C#N)C=1C=NC=CC1)C (4-(4-dimethylaminophenyl)-2-methylthio-5-oxo-4-(3-pyridyl)-2-pyrroline-3-carbonitrile), [H-].[Na+] (sodium hydride), CN(CCCCl)C (3-dimethylaminopropyl chloride). Yields the product CN(C1=CC=C(C=C1)C1(C(=C(N(C1=O)CCCN(C)C)SC)C#N)C=1C=NC=CC1)C (4-(4-Dimethylaminophenyl)-1-(3-dimethylaminopropyl)-2-methylthio-5-oxo-4-(3-pyridyl)-2-pyrroline-3-carbonitrile). The yield is 41.4%. RXN SMILES: [CH3:1][N:2]([CH3:25])[C:3]1[CH:8]=[CH:7][C:6]([C:9]2([C:19]3[CH:20]=[N:21][CH:22]=[CH:23][CH:24]=3)[C:13](=[O:14])[NH:12][C:11]([S:15][CH3:16])=[C:10]2[C:17]#[N:18])=[CH:5][CH:4]=1.[H-].[Na+].[CH3:28][N:29]([CH3:34])[CH2:30][CH2:31][CH2:32]Cl>O1CCOCC1>[CH3:25][N:2]([CH3:1])[C:3]1[CH:8]=[CH:7][C:6]([C:9]2([C:19]3[CH:20]=[N:21][CH:22]=[CH:23][CH:24]=3)[C:13](=[O:14])[N:12]([CH2:32][CH2:31][CH2:30][N:29]([CH3:34])[CH3:28])[C:11]([S:15][CH3:16])=[C:10]2[C:17]#[N:18])=[CH:5][CH:4]=1 |f:1.2|.